From a dataset of the Open Reaction Database (ORD), a public repository of structured organic reaction records. describe an organic reaction: reactants, conditions, products, and yield Starting materials: CC(C)(C)C(=O)Cl, CCON1CCC2(CC1)NC(=O)C(c1c(C)cc(C)cc1C)=C2O, CCOC(C)=O, C1CCOC1, O, c1ccncc1. The product is CCON1CCC2(CC1)NC(=O)C(c1c(C)cc(C)cc1C)=C2OC(=O)C(C)(C)C. Reaction SMILES: [C:31]([C:32]([CH3:33])([CH3:34])[CH3:35])(=[O:36])[Cl:37].[CH2:1]([CH3:2])[O:3][N:4]1[CH2:5][CH2:6][C:7]2([C:8]([OH:22])=[C:9]([c:13]3[c:14]([CH3:21])[cH:15][c:16]([CH3:20])[cH:17][c:18]3[CH3:19])[C:10](=[O:12])[NH:11]2)[CH2:23][CH2:24]1.[CH3:44][CH2:45][O:46][C:47](=[O:48])[CH3:49].[O:39]1[CH2:40][CH2:41][CH2:42][CH2:43]1.[OH2:38].[cH:25]1[cH:26][cH:27][n:28][cH:29][cH:30]1>>[CH2:1]([CH3:2])[O:3][N:4]1[CH2:5][CH2:6][C:7]2([C:8]([O:22][C:31]([C:32]([CH3:33])([CH3:34])[CH3:35])=[O:36])=[C:9]([c:13]3[c:14]([CH3:21])[cH:15][c:16]([CH3:20])[cH:17][c:18]3[CH3:19])[C:10](=[O:12])[NH:11]2)[CH2:23][CH2:24]1. Reactants: C(C)(C)(C)C=1C=C(C=CC1)NC(=O)C1CC2=CC(=CC=C2CC1)OC1=CC(=NC=C1)C#N (N-(3-tert-butylphenyl)-7-[(2-cyanopyridin-4-yl)oxy]-1,2,3,4-tetrahydronaphthalene-2-carboxamide), C[O-].[Na+] (sodium methoxide), [Cl-].[NH4+] (ammonium chloride). Run in CO (MeOH). Conditions: time 3 day. The product is NC(C1=NC=CC(=C1)OC1=CC=C2CCC(CC2=C1)C(=O)NC1=CC(=CC=C1)C(C)(C)C)=N (7-({2-[amino(imino)methyl]pyridin-4-yl}oxy)-N-(3-tert-butylphenyl)-1,2,3,4-tetrahydronaphthalene-2-carboxamide). Reaction SMILES: [C:1]([C:5]1[CH:6]=[C:7]([NH:11][C:12]([CH:14]2[CH2:23][CH2:22][C:21]3[C:16](=[CH:17][C:18]([O:24][C:25]4[CH:30]=[CH:29][N:28]=[C:27]([C:31]#[N:32])[CH:26]=4)=[CH:19][CH:20]=3)[CH2:15]2)=[O:13])[CH:8]=[CH:9][CH:10]=1)([CH3:4])([CH3:3])[CH3:2].C[O-].[Na+].[Cl-].[NH4+:37]>CO>[NH2:32][C:31](=[NH:37])[C:27]1[CH:26]=[C:25]([O:24][C:18]2[CH:17]=[C:16]3[C:21]([CH2:22][CH2:23][CH:14]([C:12]([NH:11][C:7]4[CH:8]=[CH:9][CH:10]=[C:5]([C:1]([CH3:4])([CH3:2])[CH3:3])[CH:6]=4)=[O:13])[CH2:15]3)=[CH:20][CH:19]=2)[CH:30]=[CH:29][N:28]=1 |f:1.2,3.4|. Reported procedure: To a solution of N-(3-tert-butylphenyl)-7-[(2-cyanopyridin-4-yl)oxy]-1,2,3,4-tetrahydronaphthalene-2-carboxamide (1.5 g, 3.5 mmol) in MeOH (20 mL) was added sodium methoxide (28 mg, 0.52 mmol). The solution was allowed to stir at rt for 3 days and then ammonium chloride (0.28 g, 5.3 mmol) was added. The reaction mixture was allowed to stir overnight and then concentrated to give 7-({2-[amino(imino)methyl]pyridin-4-yl}oxy)-N-(3-tert-butylphenyl)-1,2,3,4-tetrahydronaphthalene-2-carboxamide I-422 a... The reactants are C(C)(C)(C)ON=C1C=C(OC2=CC=C(C=C12)OCCCl)C1=CC=2N(C=N1)C=CC2 (6-(2-chloro-ethoxy)-2-pyrrolo[1,2-c]pyrimidin-3-yl-chromen-4-one O-tert-butyl oxime), FC1(CCNCC1)F (4,4-difluoropiperidine). The product is Cl.FC1(CCN(CC1)C=1C=C2C(C=C(OC2=CC1)C1=CC=2N(C=N1)C=CC2)=NO)F (6-(4,4-difluoro-piperidin-1-y)-2-pyrrolo[1,2-c]pyrimidin-3-yl-chromen-4-one oxime, hydrochloride). Reaction SMILES: C([O:5][N:6]=[C:7]1[C:16]2[C:11](=[CH:12][CH:13]=[C:14](OCC[Cl:20])[CH:15]=2)[O:10][C:9]([C:21]2[N:26]=[CH:25][N:24]3[CH:27]=[CH:28][CH:29]=[C:23]3[CH:22]=2)=[CH:8]1)(C)(C)C.[F:30][C:31]1([F:37])[CH2:36][CH2:35][NH:34][CH2:33][CH2:32]1>>[ClH:20].[F:30][C:31]1([F:37])[CH2:36][CH2:35][N:34]([C:14]2[CH:15]=[C:16]3[C:11](=[CH:12][CH:13]=2)[O:10][C:9]([C:21]2[N:26]=[CH:25][N:24]4[CH:27]=[CH:28][CH:29]=[C:23]4[CH:22]=2)=[CH:8][C:7]3=[N:6][OH:5])[CH2:33][CH2:32]1 |f:2.3|. Procedure: 6-(4,4-difluoro-piperidin-1-y)-2-pyrrolo[1,2-c]pyrimidin-3-yl-chromen-4-one oxime, hydrochloride was prepared in 48% overall yield using the method described in example 87, starting from 6-(2-chloro-ethoxy)-2-pyrrolo[1,2-c]pyrimidin-3-yl-chromen-4-one O-tert-butyl oxime (example 87B) and 4,4-difluoropiperidine. Starting materials: C1=CC=C2C(=C1)C(=C3C(=CC=C(C3=C2O)N)N)O (leuco-1,4-diaminoanthraquinone), OS(=O)(=O)O (H2SO4), leuco compound, ClCl (Chlorine), ClCl (chlorine), NC1=CC=CC=2C(C3=CC=CC=C3C(C12)=O)=O (1-aminoanthraquinone), [K] (potassium), Cl (hydrogen chloride). The solvent is O (water). Conditions: time 30 minute. The product is C1=CC=C2C(=C1)C(=O)C3=C(C=CC(=C3C2=O)NC4=C5C(=C(C=C4)N)C(=O)C6=CC=CC=C6C5=O)N (4,4'-diamino-1,1'-dianthrimide). Isolated yield 103.5%. RXN SMILES: ClCl.[CH:3]1[CH:8]=[C:7]2[C:9]([OH:20])=[C:10]3[C:15](=[C:16]([OH:17])[C:6]2=[CH:5][CH:4]=1)[C:14]([NH2:18])=[CH:13][CH:12]=[C:11]3[NH2:19].OS(O)(=O)=O.Cl.[NH2:27][C:28]1[C:41]2[C:40](=[O:42])[C:39]3[C:34](=[CH:35][CH:36]=[CH:37][CH:38]=3)[C:33](=[O:43])[C:32]=2[CH:31]=[CH:30][CH:29]=1.[K]>O>[CH:3]1[CH:8]=[C:7]2[C:9]([C:10]3[C:15]([C:16](=[O:17])[C:6]2=[CH:5][CH:4]=1)=[C:14]([NH:18][C:31]1[CH:30]=[CH:29][C:28]([NH2:27])=[C:41]2[C:40]([C:39]4[C:34]([C:33](=[O:43])[C:32]=12)=[CH:35][CH:36]=[CH:37][CH:38]=4)=[O:42])[CH:13]=[CH:12][C:11]=3[NH2:19])=[O:20] |^1:43|. Procedure: Chlorine is passed at 100° C. into a solution of 52.0 g of leuco-1,4-diaminoanthraquinone (94%) in 410 g of 96% strength H2SO4 until the leuco compound has just disappeared. Excess chlorine as well as hydrogen chloride is expelled by means of air. The batch is then allowed to cool down to room temperature, during which time 48.0 g of 1-aminoanthraquinone (98%) are added, and the mixture is then added dropwise to 410 g of water. 95.0 g of potassium peroxodisulphate are added in portions in the co... The reactants are [Br-], CCC(C=O)NC(c1ccccc1)(c1ccccc1)c1ccccc1, CC[Mg+], O. The product is CCC(O)C(CC)NC(c1ccccc1)(c1ccccc1)c1ccccc1. RXN SMILES: [Br-:26].[C:1]([c:2]1[cH:3][cH:4][cH:5][cH:6][cH:7]1)([c:8]1[cH:9][cH:10][cH:11][cH:12][cH:13]1)([c:14]1[cH:15][cH:16][cH:17][cH:18][cH:19]1)[NH:20][CH:21]([CH:22]=[O:23])[CH2:24][CH3:25].[CH2:27]([CH3:28])[Mg+:29].[OH2:30]>>[C:1]([c:2]1[cH:3][cH:4][cH:5][cH:6][cH:7]1)([c:8]1[cH:9][cH:10][cH:11][cH:12][cH:13]1)([c:14]1[cH:15][cH:16][cH:17][cH:18][cH:19]1)[NH:20][CH:21]([CH:22]([OH:23])[CH2:27][CH3:28])[CH2:24][CH3:25]. Starting materials: C(C1=CC=CC=C1)(=O)O[C@@H]1[C@@H](OCCN=[N+]=[N-])O[C@@H]([C@H]([C@@H]1O)OC(C1=CC=CC=C1)=O)COC(C1=CC=CC=C1)(C1=CC=CC=C1)C1=CC=CC=C1 (2-azidoethyl 2,4-bis-O-benzoyl-6-O-trityl-α-D-mannopyranoside), C(C1=CC=CC=C1)(=O)O[C@@H]1[C@@H](OC(C(Cl)(Cl)Cl)=N)O[C@@H]([C@H]([C@@H]1OC(C1=CC=CC=C1)=O)OC(C1=CC=CC=C1)=O)COC(C1=CC=CC=C1)=O (2,3,4,6-tetra-O-benzoyl-1-O-(2,2,2-trichloroethanimidoyl)-α-D-mannopyranose), [Si](C)(C)(C)OS(=O)(=O)C(F)(F)F (TMSOTf). The solvent is C(Cl)Cl (CH2Cl2). Reaction conditions: temperature -78 celsius, time 30 minute. Product: C(C1=CC=CC=C1)(=O)O[C@@H]1[C@@H](OCCN=[N+]=[N-])O[C@@H]([C@H]([C@@H]1O[C@@H]1[C@@H](OC(C2=CC=CC=C2)=O)[C@@H](OC(C2=CC=CC=C2)=O)[C@H](OC(C2=CC=CC=C2)=O)[C@H](O1)COC(C1=CC=CC=C1)=O)OC(C1=CC=CC=C1)=O)COC(C1=CC=CC=C1)(C1=CC=CC=C1)C1=CC=CC=C1 (2-azidoethyl 2,4-di-O-benzoyl-3-O-(2,3,4,6-tetra-O-benzoyl-α-D-mannopyranosyl)-6-O-trityl-α-D-mannopyranoside). Reaction SMILES: [C:1]([O:9][C@H:10]1[C@@H:21]([OH:22])[C@H:20]([O:23][C:24](=[O:31])[C:25]2[CH:30]=[CH:29][CH:28]=[CH:27][CH:26]=2)[C@@H:19]([CH2:32][O:33][C:34]([C:47]2[CH:52]=[CH:51][CH:50]=[CH:49][CH:48]=2)([C:41]2[CH:46]=[CH:45][CH:44]=[CH:43][CH:42]=2)[C:35]2[CH:40]=[CH:39][CH:38]=[CH:37][CH:36]=2)[O:18][C@@H:11]1[O:12][CH2:13][CH2:14][N:15]=[N+:16]=[N-:17])(=[O:8])[C:2]1[CH:7]=[CH:6][CH:5]=[CH:4][CH:3]=1.[C:53]([O:61][C@H:62]1[C@@H:74]([O:75][C:76](=[O:83])[C:77]2[CH:82]=[CH:81][CH:80]=[CH:79][CH:78]=2)[C@H:73]([O:84][C:85](=[O:92])[C:86]2[CH:91]=[CH:90][CH:89]=[CH:88][CH:87]=2)[C@@H:72]([CH2:93][O:94][C:95](=[O:102])[C:96]2[CH:101]=[CH:100][CH:99]=[CH:98][CH:97]=2)[O:71][C@@H:63]1OC(=N)C(Cl)(Cl)Cl)(=[O:60])[C:54]1[CH:59]=[CH:58][CH:57]=[CH:56][CH:55]=1.[Si](OS(C(F)(F)F)(=O)=O)(C)(C)C>C(Cl)Cl>[C:1]([O:9][C@H:10]1[C@@H:21]([O:22][C@H:63]2[O:71][C@H:72]([CH2:93][O:94][C:95](=[O:102])[C:96]3[CH:101]=[CH:100][CH:99]=[CH:98][CH:97]=3)[C@@H:73]([O:84][C:85](=[O:92])[C:86]3[CH:87]=[CH:88][CH:89]=[CH:90][CH:91]=3)[C@H:74]([O:75][C:76](=[O:83])[C:77]3[CH:78]=[CH:79][CH:80]=[CH:81][CH:82]=3)[C@@H:62]2[O:61][C:53](=[O:60])[C:54]2[CH:55]=[CH:56][CH:57]=[CH:58][CH:59]=2)[C@H:20]([O:23][C:24](=[O:31])[C:25]2[CH:30]=[CH:29][CH:28]=[CH:27][CH:26]=2)[C@@H:19]([CH2:32][O:33][C:34]([C:41]2[CH:42]=[CH:43][CH:44]=[CH:45][CH:46]=2)([C:35]2[CH:36]=[CH:37][CH:38]=[CH:39][CH:40]=2)[C:47]2[CH:48]=[CH:49][CH:50]=[CH:51][CH:52]=2)[O:18][C@@H:11]1[O:12][CH2:13][CH2:14][N:15]=[N+:16]=[N-:17])(=[O:8])[C:2]1[CH:3]=[CH:4][CH:5]=[CH:6][CH:7]=1. Procedure details: In a 100 mL round bottom flask was added 2-azidoethyl 2,4-bis-O-benzoyl-6-O-trityl-α-D-mannopyranoside (400 mg, 0.572 mmol), 2,3,4,6-tetra-O-benzoyl-1-O-(2,2,2-trichloroethanimidoyl)-α-D-mannopyranose (508 mg, 0.686 mmol) and 4 Å molecular sieves (300 mg). To the above mixture was added CH2Cl2 (5 mL). The reaction mixture was cooled to −78° C., to which was added TMSOTf (10.33 μL, 0.057 mmol). The mixture was allowed to gradually warm to 0° C. and stirred for 30 min. The reaction was then quench... The reactants are COC1=C(C=C(C=NC2=CC=C(C=C2)S(N)(=O)=O)C=C1)C (N-(4-methoxy-3-methylbenzylidene)-4-sulfamoylaniline), C[Si](C)(C)C#N (trimethylsilyl cyanide). The product is COC1=C(C=C(C=C1)C(C#N)NC1=CC=C(C=C1)S(N)(=O)=O)C (α-(4-Methoxy-3-methylphenyl)-α-(4-sulfamoylanilino)acetonitrile), powder. Yield: 63.0%. As a reaction SMILES: [CH3:1][O:2][C:3]1[CH:20]=[CH:19][C:6]([CH:7]=[N:8][C:9]2[CH:14]=[CH:13][C:12]([S:15](=[O:18])(=[O:17])[NH2:16])=[CH:11][CH:10]=2)=[CH:5][C:4]=1[CH3:21].C[Si]([C:26]#[N:27])(C)C>>[CH3:1][O:2][C:3]1[CH:20]=[CH:19][C:6]([CH:7]([NH:8][C:9]2[CH:10]=[CH:11][C:12]([S:15](=[O:17])(=[O:18])[NH2:16])=[CH:13][CH:14]=2)[C:26]#[N:27])=[CH:5][C:4]=1[CH3:21]. Procedure details: Following a procedure similar to that described in Example 1(ii), but using N-(4-methoxy-3-methylbenzylidene)-4-sulfamoylaniline [prepared as described in step (i) above] and trimethylsilyl cyanide as starting materials, the title compound was obtained as a white powder (yield 63%). Starting materials: CC1=C(C(=CC=C1C)C)O (2,3,6-trimethylphenol), C(C)(C)(C)OO (tert-butyl hydroperoxide), iron 5,14-dihydrodibenzo[b,i][5,9,14,18]tetraaza[14]annulene, S(O)(O)(=O)=O (sulfuric acid). The solvent is C(C)(=O)O (acetic acid), C(C)(=O)O (acetic acid), C(C)(=O)O (acetic acid). The product is CC=1C(C=C(C(C1C)=O)C)=O (2,3,5-trimethyl-p-benzoquinone). Isolated yield 93.0%. Reaction SMILES: [CH3:1][C:2]1[C:7]([CH3:8])=[CH:6][CH:5]=[C:4]([CH3:9])[C:3]=1[OH:10].C([O:15]O)(C)(C)C.S(=O)(=O)(O)O>C(O)(=O)C>[CH3:8][C:7]1[C:6](=[O:15])[CH:5]=[C:4]([CH3:9])[C:3](=[O:10])[C:2]=1[CH3:1]. Reported procedure: A solution of 13.6 g (100 mmol) of 2,3,6-trimethylphenol in 40 ml of acetic acid and a solution of 32.3 g (250 mmol) of 70% by weight aqueous tert-butyl hydroperoxide in 20 ml of acetic acid were simultaneously added dropwise to a stirred solution of 0.68 g (2.0 mmol) of iron 5,14-dihydrodibenzo[b,i][5,9,14,18]tetraaza[14]annulene and 0.5 ml of concentrated sulfuric acid in 50 ml of acetic acid at 40° C. with cooling. The reaction mixture was then subjected to steam distillation. The distillate ... The reactants are [N+](=O)([O-])C1=C(C(=CC=C1)OCC(F)(F)F)S(=O)(=O)N (2-nitro-6-(2,2,2-trifluoro-ethoxy)-benzenesulfonamide). The reagents and catalysts are [Pd] (Pd on carbon). Run in CCO (EtOH). Reaction conditions: time 30 minute. Yields the product NC1=C(C(=CC=C1)OCC(F)(F)F)S(=O)(=O)N (2-amino-6-(2,2,2-trifluoro-ethoxy)-benzenesulfonamide). Reaction SMILES: [N+:1]([C:4]1[CH:9]=[CH:8][CH:7]=[C:6]([O:10][CH2:11][C:12]([F:15])([F:14])[F:13])[C:5]=1[S:16]([NH2:19])(=[O:18])=[O:17])([O-])=O>CCO.[Pd]>[NH2:1][C:4]1[CH:9]=[CH:8][CH:7]=[C:6]([O:10][CH2:11][C:12]([F:14])([F:13])[F:15])[C:5]=1[S:16]([NH2:19])(=[O:18])=[O:17]. Procedure details: 30 mg of 10% Pd on carbon are added to a solution of 2-nitro-6-(2,2,2-trifluoro-ethoxy)-benzenesulfonamide (63 mg, 0.21 mmol) in EtOH (10 mL). The mixture is stirred for 30 min under hydrogen. The catalyst is removed by filtration. Evaporation of solvent gives 2-amino-6-(2,2,2-trifluoro-ethoxy)-benzenesulfonamide. Reactants: CC1=CC=2C(N(C=CC2O1)CC=O)=O ((2-Methyl-4-oxo-4H-furo[3,2-c]pyridin 5-yl)acetaldehyde), C(C)N1C2=C(N(C(C(C1=O)(C)C)=O)C)C=C(C=C2)CCCCNCC2=CC=NC=C2 (1-ethyl-3,3,5-trimethyl-7-{4-[(pyridin-4-ylmethyl)amino]butyl}-1,5-dihydrobenzo[b][1,4]diazepine 2,4-dione), C(C)OC(C)=O.Cl (hydrogen chloride ethyl acetate), C(C)(=O)O[BH-](OC(C)=O)OC(C)=O.[Na+] (sodium triacetoxyborohydride). Solvent: ClCCCl (1,2-dichloroethane), C(C)(=O)O (acetic acid), C(C)(=O)OCC (ethyl acetate). Reaction conditions: time 30 minute. The product is Cl.Cl.C(C)N1C2=C(N(C(C(C1=O)(C)C)=O)C)C=C(C=C2)CCCCN(CC2=CC=NC=C2)CCN2C(C1=C(C=C2)OC(=C1)C)=O (1-ethyl-3,3,5-trimethyl-7-(4-{N-[2-(2-methyl-4-oxo-4H-furo[3,2-c]pyridin-5-yl)ethyl]-N-(pyridin-4-ylmethyl)amino}butyl)-1,5-dihydrobenzo[b][1,4]diazepine-2,4-dione dihydrochloride). RXN SMILES: [CH3:1][C:2]1[O:10][C:9]2[CH:8]=[CH:7][N:6]([CH2:11][CH:12]=O)[C:5](=[O:14])[C:4]=2[CH:3]=1.[CH2:15]([N:17]1[C:23](=[O:24])[C:22]([CH3:26])([CH3:25])[C:21](=[O:27])[N:20]([CH3:28])[C:19]2[CH:29]=[C:30]([CH2:33][CH2:34][CH2:35][CH2:36][NH:37][CH2:38][C:39]3[CH:44]=[CH:43][N:42]=[CH:41][CH:40]=3)[CH:31]=[CH:32][C:18]1=2)[CH3:16].C(O[BH-](OC(=O)C)OC(=O)C)(=O)C.[Na+].C(OC(=O)C)C.[ClH:65]>C(OCC)(=O)C.ClCCCl.C(O)(=O)C>[ClH:65].[ClH:65].[CH2:15]([N:17]1[C:23](=[O:24])[C:22]([CH3:26])([CH3:25])[C:21](=[O:27])[N:20]([CH3:28])[C:19]2[CH:29]=[C:30]([CH2:33][CH2:34][CH2:35][CH2:36][N:37]([CH2:12][CH2:11][N:6]3[CH:7]=[CH:8][C:9]4[O:10][C:2]([CH3:1])=[CH:3][C:4]=4[C:5]3=[O:14])[CH2:38][C:39]3[CH:40]=[CH:41][N:42]=[CH:43][CH:44]=3)[CH:31]=[CH:32][C:18]1=2)[CH3:16] |f:2.3,4.5,9.10.11|. Reported procedure: (2-Methyl-4-oxo-4H-furo[3,2-c]pyridin 5-yl)acetaldehyde(0.18 g) and acetic acid(0.1 ml) were added to a 1,2-dichloroethane solution (5 ml) of 1-ethyl-3,3,5-trimethyl-7-{4-[(pyridin-4-ylmethyl)amino]butyl}-1,5-dihydrobenzo[b][1,4]diazepine 2,4-dione(0.38 g). The mixture was stirred for 30 minutes at room temperature. sodium triacetoxyborohydride(0.32 g) was added to the mixture, and the mixture was stirred at room temperature overnight. The reaction mixture was condensed under reduced pressure. T...